From a dataset of the Open Reaction Database (ORD), a public repository of structured organic reaction records. describe an organic reaction: reactants, conditions, products, and yield The reactants are CCc1c(C=COC)cccc1-c1nnc(-c2ccc(CC(C)C)c(C#N)c2)s1, C[Si](C)(C)Cl, CC#N, [I-], [Na+], O. Product: CCc1c(CC=O)cccc1-c1nnc(-c2ccc(CC(C)C)c(C#N)c2)s1. As a reaction SMILES: [CH2:1]([CH3:2])[c:3]1[c:4](-[c:13]2[n:14][n:15][c:16](-[c:18]3[cH:19][cH:20][c:21]([CH2:26][CH:27]([CH3:28])[CH3:29])[c:22]([C:23]#[N:24])[cH:25]3)[s:17]2)[cH:5][cH:6][cH:7][c:8]1[CH:9]=[CH:10][O:11][CH3:12].[CH3:32][Si:33]([Cl:34])([CH3:35])[CH3:36].[CH3:38][C:39]#[N:40].[I-:31].[Na+:30].[OH2:37]>>[CH2:1]([CH3:2])[c:3]1[c:4](-[c:13]2[n:14][n:15][c:16](-[c:18]3[cH:19][cH:20][c:21]([CH2:26][CH:27]([CH3:28])[CH3:29])[c:22]([C:23]#[N:24])[cH:25]3)[s:17]2)[cH:5][cH:6][cH:7][c:8]1[CH2:9][CH:10]=[O:11]. Procedure details: The title (15 mg, 32%) compound was prepared analogously to example 30 from 5-methyl-N-(piperidin-4-yl)-nicotinamide and 3,5-diethoxy-4-ethoxycarbonyl-benzaldehyde. MS: 470.5 (MH+) Isolated yield 32.0%. Starting materials: CC=1C=NC=C(C(=O)NC2CCNCC2)C1 (5-methyl-N-(piperidin-4-yl)-nicotinamide), C(C)OC=1C=C(C=O)C=C(C1C(=O)OCC)OCC (3,5-diethoxy-4-ethoxycarbonyl-benzaldehyde). The product is C(C)OC=1C=C(CN2CCC(CC2)NC(C2=CN=CC(=C2)C)=O)C=C(C1C(=O)OCC)OCC (N-[1-(3,5-Diethoxy-4-ethoxycarbonyl-benzyl)piperidin-4-yl]-5-methyl-nicotinamide). RXN SMILES: [CH3:1][C:2]1[CH:3]=[N:4][CH:5]=[C:6]([CH:16]=1)[C:7]([NH:9][CH:10]1[CH2:15][CH2:14][NH:13][CH2:12][CH2:11]1)=[O:8].[CH2:17]([O:19][C:20]1[CH:21]=[C:22]([CH:25]=[C:26]([O:33][CH2:34][CH3:35])[C:27]=1[C:28]([O:30][CH2:31][CH3:32])=[O:29])[CH:23]=O)[CH3:18]>>[CH2:34]([O:33][C:26]1[CH:25]=[C:22]([CH:21]=[C:20]([O:19][CH2:17][CH3:18])[C:27]=1[C:28]([O:30][CH2:31][CH3:32])=[O:29])[CH2:23][N:13]1[CH2:12][CH2:11][CH:10]([NH:9][C:7](=[O:8])[C:6]2[CH:16]=[C:2]([CH3:1])[CH:3]=[N:4][CH:5]=2)[CH2:15][CH2:14]1)[CH3:35]. Starting materials: COC1=NC(=C(C=C1NC(OC1=CC=CC=C1)=O)CCC)C (Phenyl N-(2-methoxy-6-methyl-5-propylpyridin-3-yl)carbamate), CC=1C=C(C=C(C1)C)N1CCNCC1 (1-(3,5-dimethylphenyl)piperazine). Product: COC1=NC(=C(C=C1NC(=O)N1CCN(CC1)C1=CC(=CC(=C1)C)C)CCC)C (1-[(2-Methoxy-6-methyl-5-propylpyridin-3-yl)aminocarbonyl]-4-(3,5-dimethylphenyl)piperazine). The yield is 64.0%. Reaction SMILES: [CH3:1][O:2][C:3]1[C:8]([NH:9][C:10](=[O:18])OC2C=CC=CC=2)=[CH:7][C:6]([CH2:19][CH2:20][CH3:21])=[C:5]([CH3:22])[N:4]=1.[CH3:23][C:24]1[CH:25]=[C:26]([N:31]2[CH2:36][CH2:35][NH:34][CH2:33][CH2:32]2)[CH:27]=[C:28]([CH3:30])[CH:29]=1>>[CH3:1][O:2][C:3]1[C:8]([NH:9][C:10]([N:34]2[CH2:35][CH2:36][N:31]([C:26]3[CH:27]=[C:28]([CH3:30])[CH:29]=[C:24]([CH3:23])[CH:25]=3)[CH2:32][CH2:33]2)=[O:18])=[CH:7][C:6]([CH2:19][CH2:20][CH3:21])=[C:5]([CH3:22])[N:4]=1. Reported procedure: Phenyl N-(2-methoxy-6-methyl-5-propylpyridin-3-yl)carbamate and 1-(3,5-dimethylphenyl)piperazine were reacted by the same way with the example 1 to obtain the titled compound. Starting materials: C1CCOC1, CS(C)=O, C[S+](C)C, O=Cc1cccnc1, [H-], [I-], [Na+]. The product is c1cncc(C2CO2)c1. As a reaction SMILES: [CH2:20]1[O:21][CH2:22][CH2:23][CH2:24]1.[CH3:3][S:4]([CH3:5])=[O:6].[CH3:8][S+:9]([CH3:10])[CH3:11].[CH:12]([c:13]1[cH:14][n:15][cH:16][cH:17][cH:18]1)=[O:19].[H-:1].[I-:7].[Na+:2]>>[CH2:8]1[CH:12]([c:13]2[cH:14][n:15][cH:16][cH:17][cH:18]2)[O:19]1. The reactants are COC(=O)N1CCC(C(CC1)C(=O)OCC)=O (ethyl 1-methoxycarbonyl-4-oxoperhydroazepine-5-carboxylate), VI, C(CO)O (ehtylene glycol), O.C1(=CC=C(C=C1)S(=O)(=O)O)C (4-toluenesulphonic acid hydrate). Run in C1(=CC=CC=C1)C (toluene), O (water), C1(=CC=CC=C1)C (toluene). Conditions: time 4 hour. The product is C1COC(OCC)(C2C(CCN(CC2)C(=O)OC)=O)O1 (Ethyl 1-methoxycarbonyl-4-oxoperhydroazepine-5-carboxylate ethylene ketal). As a reaction SMILES: [CH3:1][O:2][C:3]([N:5]1[CH2:11][CH2:10][CH:9]([C:12]([O:14][CH2:15][CH3:16])=O)[C:8](=[O:17])[CH2:7][CH2:6]1)=[O:4].[CH2:18]([OH:21])[CH2:19][OH:20].O.C1(C)C=CC(S(O)(=O)=O)=CC=1>C1(C)C=CC=CC=1.O>[CH2:18]1[O:21][C:12]([CH:9]2[CH2:10][CH2:11][N:5]([C:3]([O:2][CH3:1])=[O:4])[CH2:6][CH2:7][C:8]2=[O:17])([O:14][CH2:15][CH3:16])[O:20][CH2:19]1 |f:2.3|. Reported procedure: A mixture of ethyl 1-methoxycarbonyl-4-oxoperhydroazepine-5-carboxylate (VI; cf: Krogsgaard-Larsen, et al., Eur. J. Med. Chem.. 14 (1979) pp. 157-164) (26.9 g; 0.11 mol), ehtylene glycol (30.7 mL; 0.55 mol), 4-toluenesulphonic acid hydrate (2.11 g; 11 mmol), and toluene (200 mL) was refluxed in a Dean-Stark water separator for 4 h. Upon addition of toluene (200 mL) the reaction mixture was washed with a saturated solution of sodium bicarbonate (50 mL), dried (K2CO3) and evaporated to give crude ...